Dataset: the Open Reaction Database (ORD), a public repository of structured organic reaction records. Task: describe an organic reaction: reactants, conditions, products, and yield Starting materials: Cl, NO, O, O=C1OC(=O)c2cc3c(c4cccc1c24)OCCO3, c1ccncc1. Yields the product O=C1c2cccc3c4c(cc(c23)C(=O)N1O)OCCO4. RXN SMILES: [ClH:20].[NH2:21][OH:22].[OH2:23].[cH:1]1[cH:2][cH:3][c:4]2[c:17]3[c:8]([cH:9][c:10]4[c:15]([c:16]13)[O:14][CH2:13][CH2:12][O:11]4)[C:7](=[O:18])[O:6][C:5]2=[O:19].[cH:24]1[cH:25][cH:26][n:27][cH:28][cH:29]1>>[cH:1]1[cH:2][cH:3][c:4]2[c:17]3[c:8]([cH:9][c:10]4[c:15]([c:16]13)[O:14][CH2:13][CH2:12][O:11]4)[C:7](=[O:18])[N:21]([OH:22])[C:5]2=[O:6]. The reactants are ClC1=C(N)C(=CC=C1C(F)(F)F)Cl (2,6-dichloro-3-trifluoromethyl-aniline), C(=O)(Cl)Cl (phosgene). Run in O1CCOCC1 (dioxane). Reaction conditions: temperature 100 celsius, time 2 hour. Yields the product ClC1=C(C(=CC=C1C(F)(F)F)Cl)N=C=O (2,6-dichloro-3-trifluoromethyl-phenylisocyanate). Reaction SMILES: [Cl:1][C:2]1[C:8]([C:9]([F:12])([F:11])[F:10])=[CH:7][CH:6]=[C:5]([Cl:13])[C:3]=1[NH2:4].[C:14](Cl)(Cl)=[O:15]>O1CCOCC1>[Cl:1][C:2]1[C:8]([C:9]([F:11])([F:10])[F:12])=[CH:7][CH:6]=[C:5]([Cl:13])[C:3]=1[N:4]=[C:14]=[O:15]. Procedure details: To a solution of 2,6-dichloro-3-trifluoromethyl-aniline (138 mg, 0.60 mmol) in 2 ml of dioxane under a nitrogen atmosphere, phosgene (0.54 ml 20% in toluene, 1.0 mmol) is added. The mixture is stirred for 2 h at 100° C., cooled to rt and concentrated in vacuo, yielding 2,6-dichloro-3-trifluoromethyl-phenylisocyanate. Starting materials: S(=O)(=O)(O)[O-].[K+] (potassium hydrogen sulfate), C(C)OC1=CC=2[C@@H]3[C@H](N=C(C2C=C1OC)C1=CC=C(C(=O)O)C=C1)CCSC3 (4-[(4aR,10bR)-9-ethoxy-8-methoxy-3,4,4a,10b-tetrahydro-1H-thiopyrano[4,3-c]isoquinolin-6-yl]benzoic acid), Cl.C(C)N1N=CC(=C1)CN1C(N(C(C2=C1C=C(S2)C2=CC=CC=C2)=O)C2CCNCC2)=O (1-[(1-ethyl-1H-pyrazol-4-yl)methyl]-6-phenyl-3-(piperidin-4-yl)thieno[3,2-d]pyrimidine-2,4(1H,3H)-dione hydrochloride), C(C)OC1=CC=2[C@@H]3[C@H](N=C(C2C=C1OC)C1=CC=C(C(=O)O)C=C1)CCSC3 (4-[(4aR,10bR)-9-ethoxy-8-methoxy-3,4,4a,10b-tetrahydro-1H-thiopyrano[4,3-c]isoquinolin-6-yl]benzoic acid), CCN=C=NCCCN(C)C (EDCI), C1=CC=C2C(=C1)N=NN2O.O (HOBT hydrate). Solvent: O (Water), C(Cl)Cl (DCM). Reaction conditions: time 14 hour. The product is C(C)OC1=CC=2[C@@H]3[C@H](N=C(C2C=C1OC)C1=CC=C(C=C1)C(=O)N1CCC(CC1)N1C(N(C2=C(C1=O)SC(=C2)C2=CC=CC=C2)CC=2C=NN(C2)CC)=O)CCSC3 (3-[1-({4-[(4aR,10bR)-9-ethoxy-8-methoxy-3,4,4a,10b-tetrahydro-1H-thiopyrano[4,3-c]isoquinolin-6-yl]phenyl}carbonyl)piperidin-4-yl]-1-[(1-ethyl-1H-pyrazol-4-yl)methyl]-6-phenylthieno[3,2-d]pyrimidine-2,4(1H,3H)-dione). Reaction SMILES: Cl.[CH2:2]([N:4]1[CH:8]=[C:7]([CH2:9][N:10]2[C:15]3[CH:16]=[C:17]([C:19]4[CH:24]=[CH:23][CH:22]=[CH:21][CH:20]=4)[S:18][C:14]=3[C:13](=[O:25])[N:12]([CH:26]3[CH2:31][CH2:30][NH:29][CH2:28][CH2:27]3)[C:11]2=[O:32])[CH:6]=[N:5]1)[CH3:3].[CH2:33]([O:35][C:36]1[C:45]([O:46][CH3:47])=[CH:44][C:43]2[C:42]([C:48]3[CH:56]=[CH:55][C:51]([C:52](O)=[O:53])=[CH:50][CH:49]=3)=[N:41][C@@H:40]3[CH2:57][CH2:58][S:59][CH2:60][C@@H:39]3[C:38]=2[CH:37]=1)[CH3:34].CCN=C=NCCCN(C)C.C1C=C2N=NN(O)C2=CC=1.O.S([O-])(O)(=O)=O.[K+]>C(Cl)Cl.O>[CH2:33]([O:35][C:36]1[C:45]([O:46][CH3:47])=[CH:44][C:43]2[C:42]([C:48]3[CH:49]=[CH:50][C:51]([C:52]([N:29]4[CH2:30][CH2:31][CH:26]([N:12]5[C:13](=[O:25])[C:14]6[S:18][C:17]([C:19]7[CH:24]=[CH:23][CH:22]=[CH:21][CH:20]=7)=[CH:16][C:15]=6[N:10]([CH2:9][C:7]6[CH:6]=[N:5][N:4]([CH2:2][CH3:3])[CH:8]=6)[C:11]5=[O:32])[CH2:27][CH2:28]4)=[O:53])=[CH:55][CH:56]=3)=[N:41][C@@H:40]3[CH2:57][CH2:58][S:59][CH2:60][C@@H:39]3[C:38]=2[CH:37]=1)[CH3:34] |f:0.1,4.5,6.7|. Procedure: To a suspension of 1-[(1-ethyl-1H-pyrazol-4-yl)methyl]-6-phenyl-3-(piperidin-4-yl)thieno[3,2-d]pyrimidine-2,4(1H,3H)-dione hydrochloride (300 mg; compound B42), 4-[(4aR,10bR)-9-ethoxy-8-methoxy-3,4,4a,10b-tetrahydro-1H-thiopyrano[4,3-c]isoquinolin-6-yl]benzoic acid (253 mg; compound C10), EDCI (122 mg) and HOBT hydrate (86 mg) in DCM (10 ml) DIPEA (0.28 ml) is added. After 45 min additional 4-[(4aR,10bR)-9-ethoxy-8-methoxy-3,4,4a,10b-tetrahydro-1H-thiopyrano[4,3-c]isoquinolin-6-yl]benzoic acid (... Starting materials: S(=O)(Cl)Cl (Thionyl chloride), C1(=C(C(=CC(=C1)C)C)NC=1SC2=C(N1)C=C(C=C2[N+](=O)[O-])CO)C ((2-mesitylamino-7-nitro-1,3-benzothiazol-5-yl)methanol), O (water), C(=O)(O)[O-].[Na+] (NaHCO3). Solvent: C(Cl)(Cl)Cl (chloroform). Reaction conditions: temperature 60 celsius, time 24 hour. The product is ClCC=1C=C(C2=C(N=C(S2)NC2=C(C=C(C=C2C)C)C)C1)[N+](=O)[O-] (5-Chloromethyl-N-mesityl-7-nitro-1,3-benzothiazol-2-amine). Isolated yield 64.3%. As a reaction SMILES: S(Cl)([Cl:3])=O.[C:5]1([CH3:28])[CH:10]=[C:9]([CH3:11])[CH:8]=[C:7]([CH3:12])[C:6]=1[NH:13][C:14]1[S:15][C:16]2[C:22]([N+:23]([O-:25])=[O:24])=[CH:21][C:20]([CH2:26]O)=[CH:19][C:17]=2[N:18]=1.O.C([O-])(O)=O.[Na+]>C(Cl)(Cl)Cl>[Cl:3][CH2:26][C:20]1[CH:21]=[C:22]([N+:23]([O-:25])=[O:24])[C:16]2[S:15][C:14]([NH:13][C:6]3[C:7]([CH3:12])=[CH:8][C:9]([CH3:11])=[CH:10][C:5]=3[CH3:28])=[N:18][C:17]=2[CH:19]=1 |f:3.4|. Reported procedure: Thionyl chloride (0.191 ml, 2.62 mmol) was added to a solution of (2-mesitylamino-7-nitro-1,3-benzothiazol-5-yl)methanol (180 mg, 0.524 mmol) in chloroform. The mixture was stirred at room temperature for 18 h and at 60° C. for 24h. The mixture was poured into water and neutralized with saturated NaHCO3 solution. The aqueous solution was extracted with AcOEt. The extract was washed with brine, dried over magnesium sulfate and concentrated under vacuum. The residue was purified by chromatography ... The reactants are ClC1=CC=C(C(=O)C(CC)N2N=CN(C2=O)C2=CC=C(C=C2)N2CCN(CC2)C(=O)OCC)C=C1 ((±)-ethyl 4-[4-[2-[1-(4-chlorobenzoyl)propyl]-2,3-dihydro-3-oxo-4H-1,2,4-triazol-4-yl]phenyl]-l-piperazinecarboxylate), Br (hydrobromic acid). Run in O (water). Yields the product Cl.Cl.ClC1=CC=C(C(=O)C(CC)N2N=CN(C2=O)C2=CC=C(C=C2)N2CCNCC2)C=C1 ((±)-2-[1-(4-chlorobenzoyl)propyl]-2,4-dihydro-4-[4-(1-piperazinyl)phenyl]-3H-1,2,4-triazol-3-one dihydrochloride). Yield: 157.7%. RXN SMILES: [Cl:1][C:2]1[CH:35]=[CH:34][C:5]([C:6]([CH:8]([N:11]2[C:15](=[O:16])[N:14]([C:17]3[CH:22]=[CH:21][C:20]([N:23]4[CH2:28][CH2:27][N:26](C(OCC)=O)[CH2:25][CH2:24]4)=[CH:19][CH:18]=3)[CH:13]=[N:12]2)[CH2:9][CH3:10])=[O:7])=[CH:4][CH:3]=1.Br>O>[ClH:1].[ClH:1].[Cl:1][C:2]1[CH:35]=[CH:34][C:5]([C:6]([CH:8]([N:11]2[C:15](=[O:16])[N:14]([C:17]3[CH:22]=[CH:21][C:20]([N:23]4[CH2:24][CH2:25][NH:26][CH2:27][CH2:28]4)=[CH:19][CH:18]=3)[CH:13]=[N:12]2)[CH2:9][CH3:10])=[O:7])=[CH:4][CH:3]=1 |f:3.4.5|. Procedure details: A mixture of (±)-ethyl 4-[4-[2-[1-(4-chlorobenzoyl)propyl]-2,3-dihydro-3-oxo-4H-1,2,4-triazol-4-yl]phenyl]-l-piperazinecarboxylate (15 g) in a hydrobromic acid solution 48% in water (150 ml) was stirred and refluxed overnight. The solvent was evaporated, the residue was dissolved in CH2Cl2 and washed with NaHCO3 /H2O. The organic layer was dried, filtered and evaporated. The residue was dissolved in 2-propanol and crystallized into the hydrochloric acid salt (1:2) in 2-propanol. The precipitate ...